This data is from the Open Reaction Database (ORD), a public repository of structured organic reaction records. The task is: describe an organic reaction: reactants, conditions, products, and yield Reactants: Fc1ccccc1Br, CC(C)[N-]C(C)C, [Li+], [Na+], [Na+], O=C([O-])[O-], O=C=O, C1CCOC1. Product: O=C(O)c1cccc(Br)c1F. RXN SMILES: [Br:1][c:2]1[c:3]([F:8])[cH:4][cH:5][cH:6][cH:7]1.[CH:9]([N-:10][CH:11]([CH3:12])[CH3:13])([CH3:14])[CH3:15].[Li+:16].[Na+:20].[Na+:21].[O-:22][C:23](=[O:24])[O-:25].[O:17]=[C:18]=[O:19].[O:26]1[CH2:27][CH2:28][CH2:29][CH2:30]1>>[Br:1][c:2]1[c:3]([F:8])[c:4]([C:18](=[O:17])[OH:19])[cH:5][cH:6][cH:7]1.